From a dataset of the Open Reaction Database (ORD), a public repository of structured organic reaction records. describe an organic reaction: reactants, conditions, products, and yield The reactants are BrCC(=O)OC (methyl bromoacetate), ClC1=CC=C(C=C1)S(=O)[O-].[Na+] (sodium 4-chloro-benzenesulfinate). Solvent: CN(C)C=O (DMF), O (water). Reaction conditions: temperature 80 celsius. Product: COC(CS(=O)(=O)C1=CC=C(C=C1)Cl)=O ((4-Chloro-benzenesulfonyl)-acetic acid methyl ester). Yield: 77.7%. RXN SMILES: Br[CH2:2][C:3]([O:5][CH3:6])=[O:4].[Cl:7][C:8]1[CH:13]=[CH:12][C:11]([S:14]([O-:16])=[O:15])=[CH:10][CH:9]=1.[Na+]>CN(C=O)C.O>[CH3:6][O:5][C:3](=[O:4])[CH2:2][S:14]([C:11]1[CH:12]=[CH:13][C:8]([Cl:7])=[CH:9][CH:10]=1)(=[O:16])=[O:15] |f:1.2|. Procedure: A mixture of methyl bromoacetate (11.25 ml, 116 mmol) and sodium 4-chloro-benzenesulfinate (25.2 g, 116 mmol) in DMF (120 ml) was stirred and heated at 80° C. for 2 h. The solution was diluted with water (360 ml). The separated oil was extracted with chloroform (200 ml) and washed with water (3×80 ml). The organic phase was evaporated in vacuo to obtain 22.4 g of the title compound in 77.7% yield. The reactants are COC(C1=CC(=C(C=C1)Br)C)=O (4-Bromo-3-methylbenzoic acid methyl ester), o- and m-nitrobenzoate, [N+](=O)([O-])[O-].[K+] (KNO3), CCOC(=O)C (EtOAc). The solvent is OS(=O)(=O)O (H2SO4), C(=O)(C(F)(F)F)O (TFA). Run at time 4 hour. Product: COC(C1=CC(=C(C(=C1)C)Br)[N+](=O)[O-])=O (4-Bromo-5-methyl-3-nitrobenzoic acid methyl ester). As a reaction SMILES: [CH3:1][O:2][C:3](=[O:12])[C:4]1[CH:9]=[CH:8][C:7]([Br:10])=[C:6]([CH3:11])[CH:5]=1.[N+:13]([O-])([O-:15])=[O:14].[K+].CCOC(C)=O>OS(O)(=O)=O.C(O)(C(F)(F)F)=O>[CH3:1][O:2][C:3](=[O:12])[C:4]1[CH:5]=[C:6]([CH3:11])[C:7]([Br:10])=[C:8]([N+:13]([O-:15])=[O:14])[CH:9]=1 |f:1.2|. Reported procedure: 4-Bromo-3-methylbenzoic acid methyl ester (10.13 g, 44 mmol) was dissolved in a mixture of H2SO4 120 mL and TFA (15 mL) at room temperature. The solution was cooled on an ice bath and KNO3 (4.65 g, 46 mmol) was added portionwise over 30 min. The mixture was stirred at ambient temperature for 4 hours during which it warmed to rt. TLC analysis (after mini aqueous workup) showed total disappearance of starting material (30% EtOAc/Hex). The solution was poured onto ice and the aqueous slurry was ext... Starting materials: C1CCOC1, COC1CN(CCCOc2ccc(F)cc2)CCC1=O, NCc1ccccc1, c1ccsc1. Yields the product COC1CN(CCCOc2ccc(F)cc2)CCC1N. As a reaction SMILES: [CH2:34]1[O:35][CH2:36][CH2:37][CH2:38]1.[F:1][c:2]1[cH:3][cH:4][c:5]([O:6][CH2:7][CH2:8][CH2:9][N:10]2[CH2:11][CH:12]([O:17][CH3:18])[C:13](=[O:16])[CH2:14][CH2:15]2)[cH:19][cH:20]1.[NH2:21][CH2:22][c:23]1[cH:24][cH:25][cH:26][cH:27][cH:28]1.[cH:29]1[cH:30][s:31][cH:32][cH:33]1>>[F:1][c:2]1[cH:3][cH:4][c:5]([O:6][CH2:7][CH2:8][CH2:9][N:10]2[CH2:11][CH:12]([O:17][CH3:18])[CH:13]([NH2:21])[CH2:14][CH2:15]2)[cH:19][cH:20]1. Starting materials: ClCC=Cc1ccccc1, CCOC(C)=O, O=[N+]([O-])c1cc(F)ccc1O, [K+], [K+], O=C([O-])[O-], CN(C)C=O. Yields the product O=[N+]([O-])c1cc(F)ccc1OCC=Cc1ccccc1. As a reaction SMILES: [CH2:18]([CH:19]=[CH:20][c:21]1[cH:22][cH:23][cH:24][cH:25][cH:26]1)[Cl:27].[CH3:33][CH2:34][O:35][C:36]([CH3:37])=[O:38].[F:1][c:2]1[cH:3][c:4]([N+:9](=[O:10])[O-:11])[c:5]([OH:8])[cH:6][cH:7]1.[K+:12].[K+:13].[O-:14][C:15]([O-:16])=[O:17].[O:28]=[CH:29][N:30]([CH3:31])[CH3:32]>>[F:1][c:2]1[cH:3][c:4]([N+:9](=[O:10])[O-:11])[c:5]([O:8][CH2:18][CH:19]=[CH:20][c:21]2[cH:22][cH:23][cH:24][cH:25][cH:26]2)[cH:6][cH:7]1. Reactants: NC1=NC2=NC=C(N=C2C(=N1)N)CN(C1=CC=CC=C1)C1=CC=CC=C1 (N-[(2,4-diaminopteridin-6-yl)methyl]-N,N-diphenylamine), Br.NC=1N=C(C2=C(N1)N=CC(=C2)CBr)N (2,4-diamino-6-bromomethylpyrido[2,3-d]pyrimidine hydrobromide), C1=CC=CC=2NC3=C(C=CC21)C=CC=C3 (dibenz[b,f]azepine), [H-].[Na+] (NaH). Yields the product NC=1N=C(C2=C(N1)N=CC(=C2)CC2=CC=CC1=C2C=CC2=C(N1)C=CC=C2)N (9-[(2,4-Diaminopyrido[2,3-d]pyrimidin-6-yl)methyl]dibenz[b,f]azepine). RXN SMILES: NC1N=C(N)C2C(=NC=C(CN(C3C=CC=CC=3)C3C=CC=CC=3)N=2)N=1.[CH:27]1[C:37]2[CH:36]=[CH:35][C:34]3[CH:38]=[CH:39][CH:40]=[CH:41][C:33]=3[NH:32][C:31]=2[CH:30]=[CH:29][CH:28]=1.[H-].[Na+].Br.[NH2:45][C:46]1[N:47]=[C:48]([NH2:58])[C:49]2[CH:55]=[C:54]([CH2:56]Br)[CH:53]=[N:52][C:50]=2[N:51]=1>>[NH2:45][C:46]1[N:47]=[C:48]([NH2:58])[C:49]2[CH:55]=[C:54]([CH2:56][C:38]3[C:34]4[CH:35]=[CH:36][C:37]5[CH:27]=[CH:28][CH:29]=[CH:30][C:31]=5[NH:32][C:33]=4[CH:41]=[CH:40][CH:39]=3)[CH:53]=[N:52][C:50]=2[N:51]=1 |f:2.3,4.5|. Procedure: 9-[(2,4-Diaminopyrido[2,3-d]pyrimidin-6-yl)methyl]dibenz[b,f]azepine (Formula I: Ar=2,4-diaminopyrido[2,3-d]pyrimidin-6-yl; W=CH2; X=N; Z=CH═CH; m=n=0) is prepared similarly to N-[(2,4-diaminopteridin-6-yl)methyl]-N,N-diphenylamine as disclosed above by using dibenz[b,f]azepine (154 mg, 0.8 mmol), NaH (50 mg, 2.1 mmol), and 2,4-diamino-6-bromomethylpyrido[2,3-d]pyrimidine hydrobromide (100 mg, 0.3 mmol). The product can be purified by chromatography. Reactants: O=C(O)C=Cc1cccc(Br)c1, CO, O=S(=O)(O)O. The product is COC(=O)C=Cc1cccc(Br)c1. RXN SMILES: [Br:1][c:2]1[cH:3][c:4]([CH:8]=[CH:9][C:10](=[O:11])[OH:12])[cH:5][cH:6][cH:7]1.[CH3:18][OH:19].[S:13](=[O:14])(=[O:15])([OH:16])[OH:17]>>[Br:1][c:2]1[cH:3][c:4]([CH:8]=[CH:9][C:10](=[O:11])[O:12][CH3:18])[cH:5][cH:6][cH:7]1.